Dataset: the Open Reaction Database (ORD), a public repository of structured organic reaction records. Task: describe an organic reaction: reactants, conditions, products, and yield Reactants: O=C1CCC(=O)N1Br, ClCCl, CCS(=O)(=O)c1ccc(C(CC2CCCC2)C(=O)O)cc1, Nc1nccs1, c1ccc(P(c2ccccc2)c2ccccc2)cc1. Product: CCS(=O)(=O)c1ccc(C(CC2CCCC2)C(=O)Nc2nccs2)cc1. Reaction SMILES: [Br:20][N:21]1[C:22](=[O:23])[CH2:24][CH2:25][C:26]1=[O:27].[CH2:55]([Cl:56])[Cl:57].[CH:28]1([CH2:33][CH:34]([C:35](=[O:36])[OH:37])[c:38]2[cH:39][cH:40][c:41]([S:44](=[O:45])(=[O:46])[CH2:47][CH3:48])[cH:42][cH:43]2)[CH2:29][CH2:30][CH2:31][CH2:32]1.[NH2:49][c:50]1[s:51][cH:52][cH:53][n:54]1.[c:1]1([P:2]([c:3]2[cH:4][cH:5][cH:6][cH:7][cH:8]2)[c:9]2[cH:10][cH:11][cH:12][cH:13][cH:14]2)[cH:15][cH:16][cH:17][cH:18][cH:19]1>>[CH:28]1([CH2:33][CH:34]([C:35](=[O:37])[NH:49][c:50]2[s:51][cH:52][cH:53][n:54]2)[c:38]2[cH:39][cH:40][c:41]([S:44](=[O:45])(=[O:46])[CH2:47][CH3:48])[cH:42][cH:43]2)[CH2:29][CH2:30][CH2:31][CH2:32]1. Reactants: COc1ccc2c(=O)[nH]ncc2c1C#Cc1ccncc1, CC(C)=O, O=P(Cl)(Cl)Cl. Yields the product COc1ccc2c(Cl)nncc2c1C#Cc1ccncc1. Reaction SMILES: [CH3:1][O:2][c:3]1[c:4]([C:14]#[C:15][c:16]2[cH:17][cH:18][n:19][cH:20][cH:21]2)[c:5]2[cH:6][n:7][nH:8][c:9](=[O:13])[c:10]2[cH:11][cH:12]1.[CH3:27][C:28](=[O:29])[CH3:30].[P:22]([Cl:23])([Cl:24])([Cl:25])=[O:26]>>[CH3:1][O:2][c:3]1[c:4]([C:14]#[C:15][c:16]2[cH:17][cH:18][n:19][cH:20][cH:21]2)[c:5]2[cH:6][n:7][n:8][c:9]([Cl:24])[c:10]2[cH:11][cH:12]1. Reactants: CCOC(=O)c1nn(-c2ccccc2)c(=O)c2c(N)scc12, CCO, NN, O. Product: NNC(=O)c1nn(-c2ccccc2)c(=O)c2c(N)scc12. Reaction SMILES: [CH2:1]([O:3][C:4](=[O:2])[c:6]1[n:7][n:8](-[c:17]2[cH:18][cH:19][cH:20][cH:21][cH:22]2)[c:9](=[O:16])[c:10]2[c:11]1[cH:12][s:13][c:14]2[NH2:15])[CH3:5].[CH3:26][CH2:27][OH:28].[NH2:24][NH2:25].[OH2:23]>>[O:3]=[C:4]([c:6]1[n:7][n:8](-[c:17]2[cH:18][cH:19][cH:20][cH:21][cH:22]2)[c:9](=[O:16])[c:10]2[c:11]1[cH:12][s:13][c:14]2[NH2:15])[NH:24][NH2:25].